This data is from the Open Reaction Database (ORD), a public repository of structured organic reaction records. The task is: describe an organic reaction: reactants, conditions, products, and yield The solvent is C1CCOC1 (THF), CCOCC (ether). Reactants: OC1=CC=C(C=O)C=C1 (p-hydroxybenzaldehyde), C1(=CC=CC=C1)CC[Mg]Br (2-phenylethyl magnesium bromide). RXN SMILES: [OH:1][C:2]1[CH:9]=[CH:8][C:5]([CH:6]=[O:7])=[CH:4][CH:3]=1.[C:10]1([CH2:16][CH2:17][Mg]Br)[CH:15]=[CH:14][CH:13]=[CH:12][CH:11]=1>C1COCC1.CCOCC>[OH:1][C:2]1[CH:9]=[CH:8][C:5]([CH:6]([OH:7])[CH2:17][CH2:16][C:10]2[CH:15]=[CH:14][CH:13]=[CH:12][CH:11]=2)=[CH:4][CH:3]=1. Run at time 8 hour. Procedure details: To a solution of p-hydroxybenzaldehyde (1.50 g) in THF (30 mL) was added dropwise a solution of 2-phenylethyl magnesium bromide in ether (15.2 mL, 1.7M) at 0°. After being stirred overnight at room temperature (RT) using a mechanical stirrer, it was poured onto a buffer (pH 7), extracted with ethyl acetate and the organic phase was dried and evaporated. The title compound was obtained after crystallization from ethyl acetate/hexane and was used directly in the next step. The product is OC1=CC=C(C=C1)C(CCC1=CC=CC=C1)O (1-(4-Hydroxyphenyl)-3-phenyl-1-propanol). Reaction SMILES: [CH:1](/[C:14]1[CH:25]=[CH:24][C:17]([CH:18]=[CH:19][C:20]([O:22]C)=[O:21])=[CH:16][CH:15]=1)=[CH:2]\[CH2:3][CH2:4][CH2:5][CH2:6][CH2:7][CH2:8][CH2:9][CH2:10][CH2:11][CH2:12][CH3:13].O.[OH-].[Li+].Cl>O1CCCC1>[CH:1](/[C:14]1[CH:15]=[CH:16][C:17]([CH:18]=[CH:19][C:20]([OH:22])=[O:21])=[CH:24][CH:25]=1)=[CH:2]\[CH2:3][CH2:4][CH2:5][CH2:6][CH2:7][CH2:8][CH2:9][CH2:10][CH2:11][CH2:12][CH3:13] |f:1.2.3|. Reported procedure: To a solution of methyl 4-[(E)-1-tridecenyl]cinnamate (342 mg, 1 mmole from Example 16 in 50% aqueous tetrahydrofuran (25 ml) was added lithium hydroxide monohydrate (420 mg, 10 equivalents) and the mixture was stirred at room temperature overnight. The cloudy mixture was acidified with dilute hydrochloric acid and extracted with ether. The extracts were washed with brine, dried (magnesium sulphate) and evaporated to a white crystalline solid. Yield 330 mg (100%). Recrystallisation from methanol... Product: C(=C\CCCCCCCCCCC)/C1=CC=C(C=CC(=O)O)C=C1 (4-[(E)-1-Tridecenyl]cinnamic acid). Reaction conditions: time 8 hour. Reactants: C(=C\CCCCCCCCCCC)/C1=CC=C(C=CC(=O)OC)C=C1 (methyl 4-[(E)-1-tridecenyl]cinnamate), O.[OH-].[Li+] (lithium hydroxide monohydrate), Cl (hydrochloric acid). Run in O1CCCC1 (tetrahydrofuran). The reactants are FC1=C(C(=O)O)C=CC=C1OC (2-fluoro-3-methoxybenzoic acid), BrBr (bromine). The solvent is C(C)(=O)O (Acetic Acid), O (water). Reaction conditions: temperature 60 celsius. Product: BrC1=CC=C(C(=C1C(=O)O)F)OC (6-bromo-2-fluoro-3-methoxybenzoic acid). The yield is 83.9%. As a reaction SMILES: [F:1][C:2]1[C:10]([O:11][CH3:12])=[CH:9][CH:8]=[CH:7][C:3]=1[C:4]([OH:6])=[O:5].[Br:13]Br>C(O)(=O)C.O>[Br:13][C:7]1[C:3]([C:4]([OH:6])=[O:5])=[C:2]([F:1])[C:10]([O:11][CH3:12])=[CH:9][CH:8]=1. Procedure details: To the suspension of 2-fluoro-3-methoxybenzoic acid (20 g, 118 mmol) in Acetic Acid (100 mL) and water (100 mL) at RT, bromine (12.05 mL, 235 mmol) was added dropwise. The reaction mixture was heated for 1 h at 60° C. The reaction was then cooled to RT and white precipitate was filtered. The solid was washed with excess water and dried to give 6-bromo-2-fluoro-3-methoxybenzoic acid (24.68 g, 99 mmol) as a white solid. The reactants are C(Cl)Cl (DCM), C(C)(=O)[O-].[K+] (potassium acetate), BrC1=CC(=CC=2N=C(SC21)N2C(N(CN(C2)C)CC)=O)C=2C=NC(=NC2)N2CCC(CC2)(C(=O)OCC)C (Ethyl 1-[5-[7-bromo-2-(3-ethyl-5-methyl-2-oxo-1,3,5-triazinan-1-yl)-1,3-benzothiazol-5-yl]pyrimidin-2-yl]-4-methyl-piperidine-4-carboxylate), B1(OCC(CO1)(C)C)B2OCC(CO2)(C)C (bis(neopentyl glycolato)diboron). Reagents/catalysts: C1=CC=C(C=C1)P([C-]2C=CC=C2)C3=CC=CC=C3.C1=CC=C(C=C1)P([C-]2C=CC=C2)C3=CC=CC=C3.Cl[Pd]Cl.[Fe+2] (Pd(dppf)Cl2). The solvent is C1(=CC=CC=C1)C (toluene), CCCCCC (n-hexane). Run at temperature 130 celsius. The product is C(C)OC(=O)C1(CCN(CC1)C1=NC=C(C=N1)C=1C=C(C2=C(N=C(S2)N2C(N(CN(C2)C)CC)=O)C1)B(O)O)C ([5-[2-(4-Ethoxycarbonyl-4-methyl-1-piperidyl)pyrimidin-5-yl]-2-(3-ethyl-5-methyl-2-oxo-1,3,5-triazinan-1-yl)-1,3-benzothiazol-7-yl]boronic acid). Yield: 125.3%. RXN SMILES: Br[C:2]1[C:10]2[S:9][C:8]([N:11]3[CH2:16][N:15]([CH3:17])[CH2:14][N:13]([CH2:18][CH3:19])[C:12]3=[O:20])=[N:7][C:6]=2[CH:5]=[C:4]([C:21]2[CH:22]=[N:23][C:24]([N:27]3[CH2:32][CH2:31][C:30]([CH3:38])([C:33]([O:35][CH2:36][CH3:37])=[O:34])[CH2:29][CH2:28]3)=[N:25][CH:26]=2)[CH:3]=1.[B:39]1(B2OCC(C)(C)CO2)[O:44]CC(C)(C)C[O:40]1.C(Cl)Cl.C([O-])(=O)C.[K+]>CCCCCC.C1C=CC(P(C2C=CC=CC=2)[C-]2C=CC=C2)=CC=1.C1C=CC(P(C2C=CC=CC=2)[C-]2C=CC=C2)=CC=1.Cl[Pd]Cl.[Fe+2].C1(C)C=CC=CC=1>[CH2:36]([O:35][C:33]([C:30]1([CH3:38])[CH2:31][CH2:32][N:27]([C:24]2[N:23]=[CH:22][C:21]([C:4]3[CH:3]=[C:2]([B:39]([OH:44])[OH:40])[C:10]4[S:9][C:8]([N:11]5[CH2:16][N:15]([CH3:17])[CH2:14][N:13]([CH2:18][CH3:19])[C:12]5=[O:20])=[N:7][C:6]=4[CH:5]=3)=[CH:26][N:25]=2)[CH2:28][CH2:29]1)=[O:34])[CH3:37] |f:3.4,6.7.8.9|. Reported procedure: Ethyl 1-[5-[7-bromo-2-(3-ethyl-5-methyl-2-oxo-1,3,5-triazinan-1-yl)-1,3-benzothiazol-5-yl]pyrimidin-2-yl]-4-methyl-piperidine-4-carboxylate (100 mg, 0.166 mmol), bis(neopentyl glycolato)diboron (75 mg, 0.33 mmol), Pd(dppf)Cl2.DCM (14 mg, 0.017 mmol), potassium acetate (49 mg, 0.50 mmol) and toluene (2 mL) were sealed in a microwave reaction vial under argon and heated at 130° C. for 40 min. The reaction mixture was diluted with n-hexane (10 mL) before being filtered to remove particulate palladi... The reactants are O (water), [H-].[Na+] (Sodium hydride), C1(=CC=CC=C1)C=1SC=C(N1)COC1=CC=C(CN2N=C(C(=C2)C=O)C=2SC=CC2)C=C1 (1-[4-(2-phenyl-4-thiazolylmethoxy)benzyl]-3-(2-thienyl)-1H-pyrazole-4-carbaldehyde), C(C)OP(=O)(OCC)CC(=O)OCC (ethyl diethylphosphonoacetate). Solvent: CN(C=O)C (N,N-dimethylformamide). Reaction conditions: time 2 hour. Yields the product C1(=CC=CC=C1)C=1SC=C(N1)COC1=CC=C(CN2N=C(C(=C2)/C=C/C(=O)OCC)C=2SC=CC2)C=C1 (ethyl(E)-3-[1-[4-(2-phenyl-4-thiazolylmethoxy)benzyl]-3-(2-thienyl)-1H-pyrazol-4-yl]propenoate). The yield is 92.9%. RXN SMILES: [H-].[Na+].[C:3]1([C:9]2[S:10][CH:11]=[C:12]([CH2:14][O:15][C:16]3[CH:34]=[CH:33][C:19]([CH2:20][N:21]4[CH:25]=[C:24]([CH:26]=O)[C:23]([C:28]5[S:29][CH:30]=[CH:31][CH:32]=5)=[N:22]4)=[CH:18][CH:17]=3)[N:13]=2)[CH:8]=[CH:7][CH:6]=[CH:5][CH:4]=1.C(OP([CH2:43][C:44]([O:46][CH2:47][CH3:48])=[O:45])(OCC)=O)C.O>CN(C)C=O>[C:3]1([C:9]2[S:10][CH:11]=[C:12]([CH2:14][O:15][C:16]3[CH:17]=[CH:18][C:19]([CH2:20][N:21]4[CH:25]=[C:24](/[CH:26]=[CH:43]/[C:44]([O:46][CH2:47][CH3:48])=[O:45])[C:23]([C:28]5[S:29][CH:30]=[CH:31][CH:32]=5)=[N:22]4)=[CH:33][CH:34]=3)[N:13]=2)[CH:4]=[CH:5][CH:6]=[CH:7][CH:8]=1 |f:0.1|. Procedure: Sodium hydride (60%, oily, 150 mg) was added to a solution of 1-[4-(2-phenyl-4-thiazolylmethoxy)benzyl]-3-(2-thienyl)-1H-pyrazole-4-carbaldehyde (1.54 g) and ethyl diethylphosphonoacetate (0.82 g) in N,N-dimethylformamide (15 ml) at 0° C., and the mixture was stirred at room temperature for 2 hours. The reaction mixture was poured into water, and extracted with ethyl acetate. The ethyl acetate layer was washed successively with dilute hydrochloric acid and saturated aqueous sodium chloride solut... Reactants: BrCC1CCCCCC1 (Bromomethylcycloheptane), CC(C)([O-])C.[K+] (potassium t-butoxide), N1C=NC=C1 (imidazole). The solvent is C(CCC)O (n-butanol). Conditions: time 7 hour. Product: C1(CCCCCC1)CN1C=NC=C1 (1-(cycloheptylmethyl)imidazole). As a reaction SMILES: Br[CH2:2][CH:3]1[CH2:9][CH2:8][CH2:7][CH2:6][CH2:5][CH2:4]1.CC(C)([O-])C.[K+].[NH:16]1[CH:20]=[CH:19][N:18]=[CH:17]1>C(O)CCC>[CH:3]1([CH2:2][N:16]2[CH:20]=[CH:19][N:18]=[CH:17]2)[CH2:9][CH2:8][CH2:7][CH2:6][CH2:5][CH2:4]1 |f:1.2|. Reported procedure: Bromomethylcycloheptane (5.3 g, 0.0278 mol) was added dropwise to a stirred solution of potassium t-butoxide (3.1 g, 0.0277 mol) and imidazole (1.9 g, 0.0279 mol) in dry n-butanol (50 ml) maintained at 100° and under dry nitrogen. After the addition (~20 mins) the temperature of the reaction mixture was raised to boiling. The reaction mixture was then stirred and boiled for 7 h and then cooled.